describe an organic reaction: reactants, conditions, products, and yield From a dataset of the Open Reaction Database (ORD), a public repository of structured organic reaction records. The reactants are [N+](=O)([O-])C1=CC=C2CC(C(C2=C1)=O)(C(=O)N)C1CCN(CC1)C (6-nitro-2-(1-methyl-4-piperidyl)-1-oxo-2-indanecarboxamide), [OH-].[Na+] (sodium hydroxide). The solvent is Cl (hydrochloric acid). Product: [N+](=O)([O-])C1=CC=C2CC(C(C2=C1)=O)C1CCN(CC1)C (6-nitro-2-(1-methyl-4-piperdyl)-indan-1-one). The yield is 97.4%. RXN SMILES: [N+:1]([C:4]1[CH:12]=[C:11]2[C:7]([CH2:8][C:9]([CH:17]3[CH2:22][CH2:21][N:20]([CH3:23])[CH2:19][CH2:18]3)(C(N)=O)[C:10]2=[O:13])=[CH:6][CH:5]=1)([O-:3])=[O:2].[OH-].[Na+]>Cl>[N+:1]([C:4]1[CH:12]=[C:11]2[C:7]([CH2:8][CH:9]([CH:17]3[CH2:18][CH2:19][N:20]([CH3:23])[CH2:21][CH2:22]3)[C:10]2=[O:13])=[CH:6][CH:5]=1)([O-:3])=[O:2] |f:1.2|. Reported procedure: A solution of 4.42 g of 6-nitro-2-(1-methyl-4-piperidyl)-1-oxo-2-indanecarboxamide in 60 mL of 6N hydrochloric acid was stirred and refluxed for one hour. The solution was cooled in an ice bath and made basic by the addition of 20% aqueous sodium hydroxide. The mixture was extracted with three 100 mL portions of ether. The combined extracts were dried over magnesium sulfate, filtered, and the ether was removed under reduced pressure to give 3.72 g (97%) of 6-nitro-2-(1-methyl-4-piperdyl)-indan-1...